From a dataset of the Open Reaction Database (ORD), a public repository of structured organic reaction records. describe an organic reaction: reactants, conditions, products, and yield Starting materials: C(O)([O-])=O.[Na+] (Sodium hydrogen carbonate), ClC1=CC=C(N)C=C1 (4-chloroaniline), CN(C)C=O (DMF), ClCCCOC1=CC=C(C=C(C(=O)OC)C)C=C1 (methyl 4-(3-chloropropoxy)-α-methylcinnamate). Run in O (water). Reaction conditions: temperature 100 celsius, time 8 hour. The product is ClC1=CC=C(C=C1)NCCCOC1=CC=C(C=C(C(=O)OC)C)C=C1 (methyl 4-[3-[N-(4chlorophenyl)amino]propoxy]-α-methylcinnamate). Isolated yield 54.3%. Reaction SMILES: C(=O)([O-])O.[Na+].[Cl:6][C:7]1[CH:13]=[CH:12][C:10]([NH2:11])=[CH:9][CH:8]=1.CN(C=O)C.Cl[CH2:20][CH2:21][CH2:22][O:23][C:24]1[CH:36]=[CH:35][C:27]([CH:28]=[C:29]([CH3:34])[C:30]([O:32][CH3:33])=[O:31])=[CH:26][CH:25]=1>O>[Cl:6][C:7]1[CH:13]=[CH:12][C:10]([NH:11][CH2:20][CH2:21][CH2:22][O:23][C:24]2[CH:36]=[CH:35][C:27]([CH:28]=[C:29]([CH3:34])[C:30]([O:32][CH3:33])=[O:31])=[CH:26][CH:25]=2)=[CH:9][CH:8]=1 |f:0.1|. Procedure details: Sodium hydrogen carbonate (3.5 g), 4-chloroaniline (10.45 g) and DMF (50 ml) were added to methyl 4-(3-chloropropoxy)-α-methylcinnamate (11 g), and the mixture was stirred at 100° C. overnight. After the reaction mixture was allowed to cool, water (200 ml) was added thereto, and further the mixture was stirred at room temperature for 30 minutes. The insoluble product was collected by filtration, washed well with water, and was added cold methanol (20ml) thereto, and the mixture was stirred. The ... Reactants: FC=1C=C(C=C2C(=C(C(NC12)=O)C(=O)OCC)O)C (ethyl 8-fluoro-4-hydroxy-6-methylquinolone-3-carboxylate), C1CCOC1 (THF), [Li+].[OH-] (LiOH). The solvent is CO (MeOH), C(C)(=O)O (acetic acid). Reaction conditions: temperature 40 celsius. Product: FC=1C=C(C=C2C(=C(C=NC12)C(=O)O)O)C (8-fluoro-4-hydroxy-6-methyl-3-quinolinecarboxylic acid). Isolated yield 91.6%. As a reaction SMILES: [F:1][C:2]1[CH:3]=[C:4]([CH3:19])[CH:5]=[C:6]2[C:11]=1[NH:10][C:9](=O)[C:8]([C:13]([O:15]CC)=[O:14])=[C:7]2[OH:18].C1COCC1.[Li+].[OH-]>CO.C(O)(=O)C>[F:1][C:2]1[CH:3]=[C:4]([CH3:19])[CH:5]=[C:6]2[C:11]=1[N:10]=[CH:9][C:8]([C:13]([OH:15])=[O:14])=[C:7]2[OH:18] |f:2.3|. Procedure: To a solution of ethyl 8-fluoro-4-hydroxy-6-methylquinolone-3-carboxylate (0.50 g) in 30 mL of 1:1 MeOH:THF is added 8 mL of 1M LiOH. The reaction is maintained at 40° C. overnight. The reaction mixture is cooled to room temperature, then diluted with 20 mL glacial acetic acid. The resulting precipitate is collected, washed with H2O, and dried to yield 0.382 g of 8-fluoro-4-hydroxy-6-methyl-3-quinolinecarboxylic acid as a white solid. To a solution of this acid (0.23 g) and 4-chlorophenylhydrazi... Starting materials: CO, ClC(Cl)Cl, CCOC(=O)c1csc(N2CCCC2)n1. Product: OCc1csc(N2CCCC2)n1. As a reaction SMILES: [CH3:16][OH:17].[CH:18]([Cl:19])([Cl:20])[Cl:21].[N:1]1([c:6]2[s:7][cH:8][c:9]([C:11](=[O:12])[O:13][CH2:14][CH3:15])[n:10]2)[CH2:2][CH2:3][CH2:4][CH2:5]1>>[N:1]1([c:6]2[s:7][cH:8][c:9]([CH2:11][OH:12])[n:10]2)[CH2:2][CH2:3][CH2:4][CH2:5]1. Reactants: ClC(Cl)(Cl)Cl, Cc1cn(C2([SiH](c3ccccc3)c3ccccc3)CC(OCCO)C(COC(C)(C)C)O2)c(=O)n(COCc2ccccc2)c1=O, CN(C)C=O, c1ccc(P(c2ccccc2)c2ccccc2)cc1. Product: Cc1cn(C2([SiH](c3ccccc3)c3ccccc3)CC(OCCCl)C(COC(C)(C)C)O2)c(=O)n(COCc2ccccc2)c1=O. Reaction SMILES: [C:66]([Cl:67])([Cl:68])([Cl:69])[Cl:70].[CH2:1]([c:2]1[cH:3][cH:4][cH:5][cH:6][cH:7]1)[O:8][CH2:9][n:10]1[c:11](=[O:46])[n:12]([C:13]2([SiH:28]([c:29]3[cH:30][cH:31][cH:32][cH:33][cH:34]3)[c:35]3[cH:36][cH:37][cH:38][cH:39][cH:40]3)[CH2:14][CH:15]([O:16][CH2:17][CH2:18][OH:19])[CH:20]([CH2:21][O:22][C:23]([CH3:24])([CH3:25])[CH3:26])[O:27]2)[cH:41][c:42]([CH3:45])[c:43]1=[O:44].[O:71]=[CH:72][N:73]([CH3:74])[CH3:75].[c:47]1([P:48]([c:49]2[cH:50][cH:51][cH:52][cH:53][cH:54]2)[c:55]2[cH:56][cH:57][cH:58][cH:59][cH:60]2)[cH:61][cH:62][cH:63][cH:64][cH:65]1>>[CH2:1]([c:2]1[cH:3][cH:4][cH:5][cH:6][cH:7]1)[O:8][CH2:9][n:10]1[c:11](=[O:46])[n:12]([C:13]2([SiH:28]([c:29]3[cH:30][cH:31][cH:32][cH:33][cH:34]3)[c:35]3[cH:36][cH:37][cH:38][cH:39][cH:40]3)[CH2:14][CH:15]([O:16][CH2:17][CH2:18][Cl:67])[CH:20]([CH2:21][O:22][C:23]([CH3:24])([CH3:25])[CH3:26])[O:27]2)[cH:41][c:42]([CH3:45])[c:43]1=[O:44]. Reactants: teflon-silicone, C(CO)=O (glycolaldehyde), C(C)(=O)NNC(C)=O (N,N'-diacetylhydrazine), C(CO)=O (Glycolaldehyde), hydrazone, C(C)(=O)N(NC(C)=O)CCO (2-(N,N'-diacetylhydrazino)-ethanol). The solvent is NN (hydrazine). Run at time 16 hour. The product is C(C)(=O)O.C(C)(=O)O.C(C)(=O)O.N(N)CCO (2-hydrazinoethanol triacetate). As a reaction SMILES: [CH:1](=[O:4])[CH2:2][OH:3].C(NN[C:10](=[O:12])[CH3:11])(=[O:7])C.C([N:16]([CH2:21][CH2:22][OH:23])[NH:17]C(=O)C)(=O)C>NN>[C:1]([OH:4])(=[O:7])[CH3:2].[C:10]([OH:12])(=[O:3])[CH3:11].[C:22]([OH:23])(=[O:3])[CH3:21].[NH:16]([CH2:21][CH2:22][OH:23])[NH2:17] |f:4.5.6.7|. Procedure: Glycolaldehyde (0.100 mmol, in dimeric form) was dissolved in 1.0 mL anhydrous hydrazine (Pierce or Aldrich Chemical Company) in a Pierce reacti-vial, and capped under nitrogen with a cap having a Pierce Tuf-bond teflon-silicone seal. The sample, after sitting at room temperature for 16 hours, was converted to the hydrazone derivative of glycolaldehyde which was evaporated to a resin-like material in a Speed-Vac concentrator. The sample was quantitatively transferred in a 1.0 mL volume of water ... Starting materials: CCOCC, CS(=O)(=O)O, O=C1NCCC(O)c2c1[nH]c(Cl)c2Cl, Nc1ncc[nH]1, O=S(=O)(O)O. Yields the product Nc1ncc(C2CCNC(=O)c3[nH]c(Cl)c(Cl)c32)[nH]1. RXN SMILES: [CH3:26][CH2:27][O:28][CH2:29][CH3:30].[CH3:31][S:32](=[O:33])(=[O:34])[OH:35].[Cl:1][c:2]1[c:3]([Cl:14])[c:4]2[c:5]([nH:13]1)[C:6](=[O:12])[NH:7][CH2:8][CH2:9][CH:10]2[OH:11].[NH2:20][c:21]1[nH:22][cH:23][cH:24][n:25]1.[S:15]([OH:16])([OH:17])(=[O:18])=[O:19]>>[Cl:1][c:2]1[c:3]([Cl:14])[c:4]2[c:5]([nH:13]1)[C:6](=[O:12])[NH:7][CH2:8][CH2:9][CH:10]2[c:24]1[cH:23][n:22][c:21]([NH2:20])[nH:25]1. Reactants: CS(=O)(=O)OCCCC1=CC(=C(C=C1)OCOC)Cl (3-(3-chloro-4-methoxymethoxyphenyl)propyl methanesulfonate), N1C=NC=C1 (imidazole). Yields the product ClC=1C=C(C=CC1OCOC)CCCN1C=NC=C1 (1-[3-(3-chloro-4-methoxymethoxyphenyl)propyl]imidazole). Yield: 65.0%. RXN SMILES: CS(O[CH2:6][CH2:7][CH2:8][C:9]1[CH:14]=[CH:13][C:12]([O:15][CH2:16][O:17][CH3:18])=[C:11]([Cl:19])[CH:10]=1)(=O)=O.[NH:20]1[CH:24]=[CH:23][N:22]=[CH:21]1>>[Cl:19][C:11]1[CH:10]=[C:9]([CH2:8][CH2:7][CH2:6][N:20]2[CH:24]=[CH:23][N:22]=[CH:21]2)[CH:14]=[CH:13][C:12]=1[O:15][CH2:16][O:17][CH3:18]. Reported procedure: In substantially the same manner as in Reference Example 88, 3-(3-chloro-4-methoxymethoxyphenyl)propyl methanesulfonate was reacted with imidazole to obtain 1-[3-(3-chloro-4-methoxymethoxyphenyl)propyl]imidazole as an oil. The yield was 65%. The product is Cc1cccc(Oc2ccc(Cl)cc2C(=O)O)c1. Reaction SMILES: [CH3:13][c:14]1[cH:15][cH:16][cH:17][c:18]([OH:19])[cH:20]1.[CH3:21][OH:22].[Cl:2][c:3]1[c:4]([C:5](=[O:6])[OH:7])[cH:8][c:9]([Cl:12])[cH:10][cH:11]1.[Cu:23].[Na:1]>>[c:3]1([O:19][c:18]2[cH:17][cH:16][cH:15][c:14]([CH3:13])[cH:20]2)[c:4]([C:5](=[O:6])[OH:7])[cH:8][c:9]([Cl:12])[cH:10][cH:11]1. The reactants are Cc1cccc(O)c1, CO, O=C(O)c1cc(Cl)ccc1Cl, [Cu], [Na].